Dataset: the Open Reaction Database (ORD), a public repository of structured organic reaction records. Task: describe an organic reaction: reactants, conditions, products, and yield Reactants: O=C([O-])[O-], CO, [K+], [K+], O=C(O)c1ccc(OCCOC2CCCCO2)cc1, O, O=S(=O)(O)O. The product is O=C(O)c1ccc(OCCO)cc1. RXN SMILES: [C:27](=[O:28])([O-:29])[O-:30].[CH3:20][OH:21].[K+:31].[K+:32].[O:1]1[CH2:2][CH2:3][CH2:4][CH2:5][CH:6]1[O:7][CH2:8][CH2:9][O:10][c:11]1[cH:12][cH:13][c:14]([C:15](=[O:16])[OH:17])[cH:18][cH:19]1.[OH2:33].[S:22](=[O:23])(=[O:24])([OH:25])[OH:26]>>[OH:7][CH2:8][CH2:9][O:10][c:11]1[cH:12][cH:13][c:14]([C:15](=[O:16])[OH:17])[cH:18][cH:19]1. Starting materials: BrC1=CC=C2C(=NNC2=C1)NC(OC1=CC=CC=C1)=O (phenyl 6-bromo-1H-indazol-3-ylcarbamate), [H-].[Al+3].[Li+].[H-].[H-].[H-] (lithium aluminum hydride). Solvent: O1CCOCC1 (1,4-dioxane). Reaction conditions: temperature 100 celsius, time 4 hour. Product: BrC1=CC=C2C(=NNC2=C1)NC (6-Bromo-N-methyl-1H-indazol-3-amine). Isolated yield 53.0%. As a reaction SMILES: [Br:1][C:2]1[CH:10]=[C:9]2[C:5]([C:6]([NH:11][C:12](=O)OC3C=CC=CC=3)=[N:7][NH:8]2)=[CH:4][CH:3]=1.[H-].[Al+3].[Li+].[H-].[H-].[H-]>O1CCOCC1>[Br:1][C:2]1[CH:10]=[C:9]2[C:5]([C:6]([NH:11][CH3:12])=[N:7][NH:8]2)=[CH:4][CH:3]=1 |f:1.2.3.4.5.6|. Procedure: To a solution of phenyl 6-bromo-1H-indazol-3-ylcarbamate (0.80 g, 2.42 mmol) in 1,4-dioxane (40 mL) was added lithium aluminum hydride (2 M solution in THF, 2.42 mL, 2.42 mmol) dropwise at room temperature. After stirring at 100° C. for 4 hours, the reaction was quenched by 0.2 mL water, followed by 0.2 mL 15% NaOH and 0.6 mL water. The reaction mixture was then filtered and the solid was washed by ethyl acetate. The combined organic layer was washed by brine, dried with sodium sulfate and conce...